From a dataset of the Open Reaction Database (ORD), a public repository of structured organic reaction records. describe an organic reaction: reactants, conditions, products, and yield Reactants: Cl (hydrochloric acid), CCCCCC.C(C)(=O)OCC (n-hexane ethyl acetate), [OH-].[K+] (potassium hydroxide), C(C1=CC=CC=C1)OC(=O)N1C(O[C@H]([C@@H]1CC(C)C)C=C(C(=O)OCC)C(C)C)(C)C (ethyl 3-[(4S,5S)-3-benzyloxycarbonyl-2,2-dimethyl-4-isobutyloxazolidin-5-yl]-2-isopropyl-2-propenoate). Run in C(C)O (ethanol), O (water). Reaction conditions: time 3 hour. The product is C(C1=CC=CC=C1)OC(=O)N1C(O[C@H]([C@@H]1CC(C)C)C=C(C(=O)O)C(C)C)(C)C (3-[(4S,5S)-3-benzyloxycarbonyl-2,2-dimethyl-4-isobutyloxazolidin-5-yl]-2-isopropyl-2-propenoic acid). Yield: 100.3%. RXN SMILES: [CH2:1]([O:8][C:9]([N:11]1[C@@H:15]([CH2:16][CH:17]([CH3:19])[CH3:18])[C@H:14]([CH:20]=[C:21]([CH:27]([CH3:29])[CH3:28])[C:22]([O:24]CC)=[O:23])[O:13][C:12]1([CH3:31])[CH3:30])=[O:10])[C:2]1[CH:7]=[CH:6][CH:5]=[CH:4][CH:3]=1.CCCCCC.C(OCC)(=O)C.[OH-].[K+].Cl>C(O)C.O>[CH2:1]([O:8][C:9]([N:11]1[C@@H:15]([CH2:16][CH:17]([CH3:18])[CH3:19])[C@H:14]([CH:20]=[C:21]([CH:27]([CH3:29])[CH3:28])[C:22]([OH:24])=[O:23])[O:13][C:12]1([CH3:31])[CH3:30])=[O:10])[C:2]1[CH:7]=[CH:6][CH:5]=[CH:4][CH:3]=1 |f:1.2,3.4|. Procedure: 400 mg of ethyl 3-[(4S,5S)-3-benzyloxycarbonyl-2,2-dimethyl-4-isobutyloxazolidin-5-yl]-2-isopropyl-2-propenoate was dissolved in 0.2 ml of ethanol and 2.32 ml of an ethanol/water (10/1) solution of 2N potassium hydroxide was added thereto. The mixture was stirred at room temperature for 3 hours and further stirred for 1 hour at 55° C. 24 ml of water was added to the reaction solution, and the reaction solution was adjusted to pH 2 with 1N hydrochloric acid under cooling with ice. The solution wa...